Dataset: the Open Reaction Database (ORD), a public repository of structured organic reaction records. Task: describe an organic reaction: reactants, conditions, products, and yield Reactants: ClCC(=O)NC=1SC=C(N1)C(C(=O)N[C@@H]1C(N([C@H]1SC)S(=O)(=O)[O-])=O)=NOC.[Na+] (sodium (3R,4S)-3-[2-(2-chloroacetamidothiazol-4-yl)-2-methoxyiminoacetamido]-4-methylthio-2-oxoazetidine-1-sulfonate), CSC(N)=S.[Na] (sodium monomethyldithiocarbamate). Solvent: O (water). Reaction conditions: time 1 hour. Product: NC=1SC=C(N1)C(C(=O)N[C@@H]1C(N([C@H]1SC)S(=O)(=O)[O-])=O)=NOC.[Na+] (sodium (3R,4S)-3-[2-(2-aminothiazol-4-yl)-2-methoxyiminoacetamido]-4-methylthio-2-oxoazetidine-1-sulfonate). Yield: 45.0%. RXN SMILES: ClCC([NH:5][C:6]1[S:7][CH:8]=[C:9]([C:11](=[N:26][O:27][CH3:28])[C:12]([NH:14][C@H:15]2[C@H:18]([S:19][CH3:20])[N:17]([S:21]([O-:24])(=[O:23])=[O:22])[C:16]2=[O:25])=[O:13])[N:10]=1)=O.[Na+:29].CSC(=S)N.[Na]>O>[NH2:5][C:6]1[S:7][CH:8]=[C:9]([C:11](=[N:26][O:27][CH3:28])[C:12]([NH:14][C@H:15]2[C@H:18]([S:19][CH3:20])[N:17]([S:21]([O-:24])(=[O:23])=[O:22])[C:16]2=[O:25])=[O:13])[N:10]=1.[Na+:29] |f:0.1,2.3,5.6,^1:34|. Procedure details: To a solution of 0.15 g of the above-mentioned sodium (3R,4S)-3-[2-(2-chloroacetamidothiazol-4-yl)-2-methoxyiminoacetamido]-4-methylthio-2-oxoazetidine-1-sulfonate in 4ml of water is added under ice-cooling 0.044 g of sodium monomethyldithiocarbamate, and the mixture is stirred for one hour at room temperature. The same procedure as Example 3B yields 0.057 g of sodium (3R,4S)-3-[2-(2-aminothiazol-4-yl)-2-methoxyiminoacetamido]-4-methylthio-2-oxoazetidine-1-sulfonate. Reactants: CC(=O)Cl, CC#N, Clc1cc(-c2cccs2)ccn1, [I-], [Na+]. Yields the product Ic1cc(-c2cccs2)ccn1. As a reaction SMILES: [CH3:15][C:16](=[O:17])[Cl:18].[CH3:19][C:20]#[N:21].[Cl:1][c:2]1[n:3][cH:4][cH:5][c:6](-[c:8]2[s:9][cH:10][cH:11][cH:12]2)[cH:7]1.[I-:14].[Na+:13]>>[c:2]1([I:14])[n:3][cH:4][cH:5][c:6](-[c:8]2[s:9][cH:10][cH:11][cH:12]2)[cH:7]1. Reactants: C#CCCCCCCCCCCCC (1-Tetradecyne), C(OCC)(OCC)OCC ((EtO)3CH). The reagents and catalysts are [Zn+2].[I-].[I-] (ZnI2). Yields the product C(C)OC(C#CCCCCCCCCCCCC)OCC (2-PENTADECYNAL DIETHYLACETAL). RXN SMILES: [CH:1]#[C:2][CH2:3][CH2:4][CH2:5][CH2:6][CH2:7][CH2:8][CH2:9][CH2:10][CH2:11][CH2:12][CH2:13][CH3:14].[CH:15]([O:22][CH2:23][CH3:24])([O:19][CH2:20][CH3:21])OCC>[Zn+2].[I-].[I-]>[CH2:23]([O:22][CH:15]([O:19][CH2:20][CH3:21])[C:1]#[C:2][CH2:3][CH2:4][CH2:5][CH2:6][CH2:7][CH2:8][CH2:9][CH2:10][CH2:11][CH2:12][CH2:13][CH3:14])[CH3:24] |f:2.3.4|. Procedure details: 1-Tetradecyne (100 g), (EtO)3CH (200 ml) and ZnI2 (15 g) were heated together (bath temperature 170°-175°) with distillative removal of ethanol (~90 minutes). The reaction mixture was evaporated in vacuo (bath temperature 80°) to remove excess (EtO)3CH. The residue was distributed between CH2Cl2 and water. The CH2Cl2 phase was separated, washed with aqueous NaHCO3, dried (Na2SO4) and evaporated in vacuo to provide a light brown oil. Yield: 135.4 g. This product was shown to be virtually pure by ... Reactants: CC(C)(C)OC(=O)CBr, C1CCOC1, Cc1ccc(N)cc1, CCN(C(C)C)C(C)C, O. Yields the product Cc1ccc(NCC(=O)OC(C)(C)C)cc1. Reaction SMILES: [Br:9][CH2:10][C:11](=[O:12])[O:13][C:14]([CH3:15])([CH3:16])[CH3:17].[CH2:28]1[O:29][CH2:30][CH2:31][CH2:32]1.[CH3:1][c:2]1[cH:3][cH:4][c:5]([NH2:6])[cH:7][cH:8]1.[CH:18]([N:19]([CH2:20][CH3:21])[CH:22]([CH3:23])[CH3:24])([CH3:25])[CH3:26].[OH2:27]>>[CH3:1][c:2]1[cH:3][cH:4][c:5]([NH:6][CH2:10][C:11](=[O:12])[O:13][C:14]([CH3:15])([CH3:16])[CH3:17])[cH:7][cH:8]1. Reagents/catalysts: [Pd] (Pd/C). Yields the product FC1=C(C(=CC(=C1F)OCC)C)CCC1CCC(CC1)C1CCC(CC1)CCCCC (1-(2,3-difluoro-4-ethoxy-6-methylphenyl)-2-(4-(4-pentylcyclohexyl)cyclohexyl)ethane). The yield is 50.1%. Run in C1(=CC=CC=C1)C (toluene). Reported procedure: 0.08 g of Pd/C was added to 1.65 g of the compound 1-3-3-10 having been dissolved in 12.5 mL of toluene and 12.5 mL of Solmix, and under a hydrogen atmosphere, the mixture was stirred at room temperature until hydrogen was not absorbed. Pd/C was removed, and the solvent was distilled off. The residue was purified by silica gel column chromatography and recrystallization to obtain 0.83 g of 1-(2,3-difluoro-4-ethoxy-6-methylphenyl)-2-(4-(4-pentylcyclohexyl)cyclohexyl)ethane (Compound 1-3-3-2) as c... The reactants are FC1=C(C(=CC(=C1F)OCC)C)C=CC1CCC(CC1)C1CCC(CC1)CCCCC (1-(2,3-difluoro-4-ethoxy-6-methylphenyl)-2-(4-(4-pentylcyclohexyl)cyclohexyl)ethene), [H][H] (hydrogen). As a reaction SMILES: [F:1][C:2]1[C:7]([F:8])=[C:6]([O:9][CH2:10][CH3:11])[CH:5]=[C:4]([CH3:12])[C:3]=1[CH:13]=[CH:14][CH:15]1[CH2:20][CH2:19][CH:18]([CH:21]2[CH2:26][CH2:25][CH:24]([CH2:27][CH2:28][CH2:29][CH2:30][CH3:31])[CH2:23][CH2:22]2)[CH2:17][CH2:16]1.[H][H]>C1(C)C=CC=CC=1.[Pd]>[F:1][C:2]1[C:7]([F:8])=[C:6]([O:9][CH2:10][CH3:11])[CH:5]=[C:4]([CH3:12])[C:3]=1[CH2:13][CH2:14][CH:15]1[CH2:20][CH2:19][CH:18]([CH:21]2[CH2:26][CH2:25][CH:24]([CH2:27][CH2:28][CH2:29][CH2:30][CH3:31])[CH2:23][CH2:22]2)[CH2:17][CH2:16]1. Starting materials: C(C#C)(=O)OCCOCCOC (2-(2-methoxyethoxy)-ethyl propiolate), C(CCC)[Li] (n-butyllithium), C1OC=2C=C(C=O)C=CC2O1 (3,4-methylenedioxy-benzaldehyde), [Cl-].[NH4+] (ammonium chloride). The solvent is O1CCCC1 (tetrahydrofuran), O1CCCC1 (tetrahydrofuran). Conditions: time 10 minute. The product is OC(C#CC(=O)OCCOCCOC)C1=CC2=C(C=C1)OCO2 (2-(2-methoxyethoxy)ethyl 4-hydroxy-4-[3,4(methylenedioxy)phenyl]-2 -butynoate). As a reaction SMILES: [C:1]([O:5][CH2:6][CH2:7][O:8][CH2:9][CH2:10][O:11][CH3:12])(=[O:4])[C:2]#[CH:3].C([Li])CCC.[CH2:18]1[O:28][C:27]2[CH:26]=[CH:25][C:22]([CH:23]=[O:24])=[CH:21][C:20]=2[O:19]1.[Cl-].[NH4+]>O1CCCC1>[OH:24][CH:23]([C:22]1[CH:25]=[CH:26][C:27]2[O:28][CH2:18][O:19][C:20]=2[CH:21]=1)[C:3]#[C:2][C:1]([O:5][CH2:6][CH2:7][O:8][CH2:9][CH2:10][O:11][CH3:12])=[O:4] |f:3.4|. Procedure: A solution of 6.9 g (40 mmol) of 2-(2-methoxyethoxy)-ethyl propiolate in 60 ml of tetrahydrofuran was treated at -78° under argon with 25 ml of n-butyllithium (1.6M in hexane). The mixture was stirred at -78° for 10 minutes and then a solution of 6 g (40 mmol) of 3,4-methylenedioxy-benzaldehyde in 60 ml of tetrahydrofuran was added within 30 minutes. The reaction mixture was stirred at -78° for a further 30 minutes then brought to room temperature and treated with 100 ml of saturated ammonium ch...